Dataset: the Open Reaction Database (ORD), a public repository of structured organic reaction records. Task: describe an organic reaction: reactants, conditions, products, and yield Reactants: ClC=1C=C(C=C(C1)OC(F)(F)F)C1=CC(=NN1C=1C=NC=CC1)C(=O)O (5-(3-Chloro-5-trifluoromethoxyphenyl)-1-(pyridin-3-yl)-1H-pyrazole-3-carboxylic acid), compound, S1CNCC1 (thiazolidine). Product: ClC=1C=C(C=C(C1)OC(F)(F)F)C1=CC(=NN1C=1C=NC=CC1)C(=O)N1CSCC1 ({5-[3-Chloro-5-(trifluoromethoxy)phenyl]-1-(pyridin-3-yl)-1H-pyrazol-3-yl}(1,3-thiazolidin-3-yl)methanone). RXN SMILES: [Cl:1][C:2]1[CH:3]=[C:4]([C:13]2[N:17]([C:18]3[CH:19]=[N:20][CH:21]=[CH:22][CH:23]=3)[N:16]=[C:15]([C:24]([OH:26])=O)[CH:14]=2)[CH:5]=[C:6]([O:8][C:9]([F:12])([F:11])[F:10])[CH:7]=1.[S:27]1[CH2:31][CH2:30][NH:29][CH2:28]1>>[Cl:1][C:2]1[CH:3]=[C:4]([C:13]2[N:17]([C:18]3[CH:19]=[N:20][CH:21]=[CH:22][CH:23]=3)[N:16]=[C:15]([C:24]([N:29]3[CH2:30][CH2:31][S:27][CH2:28]3)=[O:26])[CH:14]=2)[CH:5]=[C:6]([O:8][C:9]([F:11])([F:12])[F:10])[CH:7]=1. Procedure details: 120 mg (0.31 mmol) of the compound of Example 36A is reacted analogously to the synthesis of the compound of Example 3 with 30 mg (0.34 mmol) of thiazolidine. 86 mg (60% of theory) of the title compound is obtained. Procedure details: According to the Step 8-1 in synthetic method for EXAMPLE aa8, 3,4-dihydro-7-iodo-2(1H)-quinolinone (2.12 g) and bromoacetic acid methyl ester (1.10 mL) were used instead of aa7-1 and MeI to obtain compound aa21-1 (2.24 g) as a white amorphous solid. Reaction SMILES: [I:1][C:2]1[CH:11]=[C:10]2[C:5]([CH2:6][CH2:7][C:8](=[O:12])[NH:9]2)=[CH:4][CH:3]=1.[CH3:13][O:14][C:15](=[O:18])[CH2:16]Br.CI>>[I:1][C:2]1[CH:11]=[C:10]2[C:5]([CH2:6][CH2:7][C:8](=[O:12])[N:9]2[CH2:16][C:15]([O:14][CH3:13])=[O:18])=[CH:4][CH:3]=1. Starting materials: IC1=CC=C2CCC(NC2=C1)=O (3,4-dihydro-7-iodo-2(1H)-quinolinone), COC(CBr)=O (bromoacetic acid methyl ester), CI (MeI). Product: IC1=CC=C2CCC(N(C2=C1)CC(=O)OC)=O (methyl 2-(7-iodo-2-oxo-3,4-dihydroquinolin-1-yl)acetate). Starting materials: CCOC(C)=O, Cc1cc(C(F)(F)F)nc(Nc2ccccc2C(F)(F)F)n1, O=C=NS(=O)(=O)Cl. The product is Cc1cc(C(F)(F)F)nc(N(C(N)=O)c2ccccc2C(F)(F)F)n1. Reaction SMILES: [CH3:30][CH2:31][O:32][C:33](=[O:34])[CH3:35].[CH3:8][c:9]1[n:10][c:11]([NH:19][c:20]2[c:21]([C:26]([F:27])([F:28])[F:29])[cH:22][cH:23][cH:24][cH:25]2)[n:12][c:13]([C:15]([F:16])([F:17])[F:18])[cH:14]1.[Cl:1][S:2](=[O:3])(=[O:4])[N:5]=[C:6]=[O:7]>>[NH2:5][C:6](=[O:7])[N:19]([c:11]1[n:10][c:9]([CH3:8])[cH:14][c:13]([C:15]([F:16])([F:17])[F:18])[n:12]1)[c:20]1[c:21]([C:26]([F:27])([F:28])[F:29])[cH:22][cH:23][cH:24][cH:25]1. The reactants are Brc1c[nH]cn1, O=C([O-])[O-], CN(C)C=O, ClCCN1CCOCC1, Cl, [Cs+], [Cs+]. Yields the product Brc1cn(CCN2CCOCC2)cn1. RXN SMILES: [Br:1][c:2]1[n:3][cH:4][nH:5][cH:6]1.[C:7](=[O:8])([O-:9])[O-:10].[CH3:23][N:24]([CH3:25])[CH:26]=[O:27].[Cl:14][CH2:15][CH2:16][N:17]1[CH2:18][CH2:19][O:20][CH2:21][CH2:22]1.[ClH:13].[Cs+:11].[Cs+:12]>>[Br:1][c:2]1[n:3][cH:4][n:5]([CH2:15][CH2:16][N:17]2[CH2:18][CH2:19][O:20][CH2:21][CH2:22]2)[cH:6]1. Starting materials: C1CNCCN1, COc1cc2c(cc1OC)C(N)CCC2, CN(C)C=O, CC#N, CCN(C(C)C)C(C)C, CS(=O)(=O)c1ccc(F)cc1F, COc1cc2c(cc1OC)C(Nc1cc(F)ccc1S(C)(=O)=O)CCC2, O. The product is COc1cc2c(cc1OC)C(Nc1cc(N3CCNCC3)ccc1S(C)(=O)=O)CCC2. As a reaction SMILES: [CH2:63]1[CH2:64][NH:65][CH2:66][CH2:67][NH:68]1.[CH3:1][O:2][c:3]1[cH:4][c:5]2[c:6]([cH:7][c:8]1[O:9][CH3:10])[CH:11]([NH2:12])[CH2:13][CH2:14][CH2:15]2.[CH3:69][N:70]([CH3:71])[CH:72]=[O:73].[CH3:74][C:75]#[N:76].[CH:28]([N:29]([CH:30]([CH3:31])[CH3:32])[CH2:33][CH3:34])([CH3:35])[CH3:36].[F:16][c:17]1[cH:18][c:19]([F:20])[cH:21][cH:22][c:23]1[S:24]([CH3:25])(=[O:26])=[O:27].[F:37][c:38]1[cH:39][cH:40][c:41]([S:59](=[O:60])(=[O:61])[CH3:62])[c:42]([NH:44][CH:45]2[CH2:46][CH2:47][CH2:48][c:49]3[cH:50][c:51]([O:57][CH3:58])[c:52]([O:55][CH3:56])[cH:53][c:54]32)[cH:43]1.[OH2:77]>>[c:38]1([N:65]2[CH2:64][CH2:63][NH:68][CH2:67][CH2:66]2)[cH:39][cH:40][c:41]([S:59](=[O:60])(=[O:61])[CH3:62])[c:42]([NH:44][CH:45]2[CH2:46][CH2:47][CH2:48][c:49]3[cH:50][c:51]([O:57][CH3:58])[c:52]([O:55][CH3:56])[cH:53][c:54]32)[cH:43]1. Reactants: CCN(C(C)C)C(C)C (DIEA), Cl.FC1(CNC1)F (3,3-difluoroazetidine hydrochloride), BrCC1=C(C#N)C=C(C=C1)Cl (2-bromomethyl-5-chlorobenzonitrile). The solvent is C(Cl)Cl (CH2Cl2). Product: ClC=1C=CC(=C(C#N)C1)CN1CC(C1)(F)F (5-chloro-2-[(3,3-difluoroazetidin-1-yl)methyl]benzonitrile). The yield is 55.9%. RXN SMILES: CCN(C(C)C)C(C)C.Cl.[F:11][C:12]1([F:16])[CH2:15][NH:14][CH2:13]1.Br[CH2:18][C:19]1[CH:26]=[CH:25][C:24]([Cl:27])=[CH:23][C:20]=1[C:21]#[N:22]>C(Cl)Cl>[Cl:27][C:24]1[CH:25]=[CH:26][C:19]([CH2:18][N:14]2[CH2:15][C:12]([F:16])([F:11])[CH2:13]2)=[C:20]([CH:23]=1)[C:21]#[N:22] |f:1.2|. Procedure details: DIEA (0.196 mL, 1.12 mmol) was added to a stirred mixture of 3,3-difluoroazetidine hydrochloride (64.8 mg, 0.50 mmol) and 2-bromomethyl-5-chlorobenzonitrile (121.0 mg, 0.52 mmol) in CH2Cl2 (7 mL). After 16 h the reaction was partitioned between EtOAc and water. The organic layer was washed with water and brine, dried (Na2SO4) and evaporated. The residue was partitioned between 1N HCl and ether. The aqueous layer was made neutral with NaHCO3 and was extracted with CH2Cl2. The organic layer was dr... The reactants are Cn1cc(-c2ccccc2)nc1C=O, O=C1CCC(=O)N1Cl, ClC(Cl)(Cl)Cl. Product: Cn1c(C=O)nc(-c2ccccc2)c1Cl. RXN SMILES: [CH3:1][n:2]1[c:3]([CH:13]=[O:14])[n:4][c:5](-[c:7]2[cH:8][cH:9][cH:10][cH:11][cH:12]2)[cH:6]1.[Cl:15][N:16]1[C:17](=[O:18])[CH2:19][CH2:20][C:21]1=[O:22].[Cl:23][C:24]([Cl:25])([Cl:26])[Cl:27]>>[CH3:1][n:2]1[c:3]([CH:13]=[O:14])[n:4][c:5](-[c:7]2[cH:8][cH:9][cH:10][cH:11][cH:12]2)[c:6]1[Cl:15]. Reactants: ClC=1OC(=C(N1)CCCC(=O)OCC)C1=CC=C(C2=CC=CC=C12)F (ethyl 2-chloro-5-(4-fluoro-1-naphthyl)-4-oxazolebutanoate), CC=1NC=CN1 (2-methylimidazole), C([O-])([O-])=O.[K+].[K+] (potassium carbonate), CN(C=O)C (N,N-dimethylformamide). Solvent: O (water). Run at temperature 125 celsius, time 2 hour. Product: FC1=CC=C(C2=CC=CC=C12)C1=C(N=C(O1)N1C(=NC=C1)C)CCCC(=O)OCC (ethyl 5-(4-fluoro-1-naphthyl)-2-(2-methyl-1-imidazolyl)-4-oxazolebutanoate), oil. Isolated yield 77.0%. Reaction SMILES: Cl[C:2]1[O:3][C:4]([C:15]2[C:24]3[C:19](=[CH:20][CH:21]=[CH:22][CH:23]=3)[C:18]([F:25])=[CH:17][CH:16]=2)=[C:5]([CH2:7][CH2:8][CH2:9][C:10]([O:12][CH2:13][CH3:14])=[O:11])[N:6]=1.[CH3:26][C:27]1[NH:28][CH:29]=[CH:30][N:31]=1.C(=O)([O-])[O-].[K+].[K+].CN(C)C=O>O>[F:25][C:18]1[C:19]2[C:24](=[CH:23][CH:22]=[CH:21][CH:20]=2)[C:15]([C:4]2[O:3][C:2]([N:28]3[CH:29]=[CH:30][N:31]=[C:27]3[CH3:26])=[N:6][C:5]=2[CH2:7][CH2:8][CH2:9][C:10]([O:12][CH2:13][CH3:14])=[O:11])=[CH:16][CH:17]=1 |f:2.3.4|. Procedure: A mixture of ethyl 2-chloro-5-(4-fluoro-1-naphthyl)-4-oxazolebutanoate (700 mg), 2-methylimidazole (821 mg), potassium carbonate (1.38 g) and N,N-dimethylformamide (10 ml) was stirred at 120-130° C. for 2 hours. The reaction mixture was poured into water (100 ml) and extracted with ethyl acetate (150 ml×2). The organic layer was dried over anhydrous magnesium sulfate and concentrated. The residue was subjected to silica gel column chromatography, and ethyl 5-(4-fluoro-1-naphthyl)-2-(2-methyl-1-i... Starting materials: N(=[N+]=[N-])CC=1N=C(SC1COC1=CC(=C(C=C1)C1=NOC(N1)=O)F)C1=CC=C(C=C1)C(F)(F)F (3-{4-[4-azidomethyl-2-(4-trifluoromethyl-phenyl)-thiazol-5-ylmethoxy]-2-fluoro-phenyl}-4H-1,2,4-oxadiazol-5-one), C1(=CC=CC=C1)P(C1=CC=CC=C1)C1=CC=CC=C1 (triphenylphosphine). Solvent: CN(C=O)C (dimethylformamide), O (water). Conditions: time 20 hour. The product is NCC=1N=C(SC1COC1=CC(=C(C=C1)C1=NOC(N1)=O)F)C1=CC=C(C=C1)C(F)(F)F (3-{4-[4-aminomethyl-2-(4-trifluoromethyl-phenyl)-thiazol-5-ylmethoxy]-2-fluoro-phenyl}-4H-1,2,4-oxadiazol-5-one). Yield: 4.9%. RXN SMILES: [N:1]([CH2:4][C:5]1[N:6]=[C:7]([C:25]2[CH:30]=[CH:29][C:28]([C:31]([F:34])([F:33])[F:32])=[CH:27][CH:26]=2)[S:8][C:9]=1[CH2:10][O:11][C:12]1[CH:17]=[CH:16][C:15]([C:18]2[NH:22][C:21](=[O:23])[O:20][N:19]=2)=[C:14]([F:24])[CH:13]=1)=[N+]=[N-].C1(P(C2C=CC=CC=2)C2C=CC=CC=2)C=CC=CC=1>CN(C)C=O.O>[NH2:1][CH2:4][C:5]1[N:6]=[C:7]([C:25]2[CH:30]=[CH:29][C:28]([C:31]([F:32])([F:34])[F:33])=[CH:27][CH:26]=2)[S:8][C:9]=1[CH2:10][O:11][C:12]1[CH:17]=[CH:16][C:15]([C:18]2[NH:22][C:21](=[O:23])[O:20][N:19]=2)=[C:14]([F:24])[CH:13]=1. Procedure: To a mixture of 118 mg of 3-{4-[4-azidomethyl-2-(4-trifluoromethyl-phenyl)-thiazol-5-ylmethoxy]-2-fluoro-phenyl}-4H-1,2,4-oxadiazol-5-one in 0.25 mL of dimethylformamide and 0.022 mL of water was added 31 mg of triphenylphosphine. The resulting mixture was stirred for 20 h at room temperature and then concentrated under reduced pressure. The crude product was purified by column chromatography on silica gel (gradient from dichloromethane 100 to dichloromethane 90/methanol 10/water 1/acetic acid 1...